Dataset: the Open Reaction Database (ORD), a public repository of structured organic reaction records. Task: describe an organic reaction: reactants, conditions, products, and yield Starting materials: C1CCOC1, CCOC(C)=O, Clc1cc(Cl)ncn1, OC(c1ccccc1-c1ccco1)C(F)(F)F, [H-], [Na+], O. The product is FC(F)(F)C(Oc1cc(Cl)ncn1)c1ccccc1-c1ccco1. Reaction SMILES: [CH2:29]1[O:30][CH2:31][CH2:32][CH2:33]1.[CH3:34][CH2:35][O:36][C:37](=[O:38])[CH3:39].[Cl:20][c:21]1[n:22][cH:23][n:24][c:25]([Cl:27])[cH:26]1.[F:3][C:4]([CH:5]([OH:6])[c:7]1[c:8](-[c:13]2[o:14][cH:15][cH:16][cH:17]2)[cH:9][cH:10][cH:11][cH:12]1)([F:18])[F:19].[H-:2].[Na+:1].[OH2:28]>>[F:3][C:4]([CH:5]([O:6][c:25]1[n:24][cH:23][n:22][c:21]([Cl:20])[cH:26]1)[c:7]1[c:8](-[c:13]2[o:14][cH:15][cH:16][cH:17]2)[cH:9][cH:10][cH:11][cH:12]1)([F:18])[F:19]. The reactants are NC=1N=C(C2=C(N1)N(C=C2)[C@H]2[C@](O)([C@H](O)[C@H](S2)CO)C)Cl (2-Amino-4-chloro-7-(2-C-methyl-4-thio-β-D-ribofuranosyl)-7H-pyrrolo-[2,3-d]pyrimidine), [OH-].[Na+] (NaOH), Cl (HCl). Product: NC=1NC(C2=C(N1)N(C=C2)[C@H]2[C@](O)([C@H](O)[C@H](S2)CO)C)=O (2-Amino-7-(2-C-methyl-4-thio-β-D-ribofuranosyl)-7H-pyrrolo[2,3-d]pyrimidin-4(3H)-one). As a reaction SMILES: [NH2:1][C:2]1[N:3]=[C:4](Cl)[C:5]2[CH:10]=[CH:9][N:8]([C@@H:11]3[S:17][C@H:16]([CH2:18][OH:19])[C@@H:14]([OH:15])[C@@:12]3([CH3:20])[OH:13])[C:6]=2[N:7]=1.Cl.[OH-:23].[Na+]>>[NH2:1][C:2]1[NH:3][C:4](=[O:23])[C:5]2[CH:10]=[CH:9][N:8]([C@@H:11]3[S:17][C@H:16]([CH2:18][OH:19])[C@@H:14]([OH:15])[C@@:12]3([CH3:20])[OH:13])[C:6]=2[N:7]=1 |f:2.3|. Procedure: A mixture of the compound from Step F in 2N aqueous NaOH is stirred at reflux temperature for 1.5 h. The solution is cooled in an ice-bath, neutralized with 2 N aqueous HCl and evaporated to dryness. The residue is suspended in MeOH, mixed with silica gel and evaporated. The solid residue is placed onto a silica gel column (packed in a solvent system of CH2Cl2/MeOH). The compound is eluted with a solvent system of CH2Cl2/MeOH. The fractions containing the product are collected and evaporated to ...